Dataset: the Open Reaction Database (ORD), a public repository of structured organic reaction records. Task: describe an organic reaction: reactants, conditions, products, and yield The reactants are CC1(OB(OC1(C)C)C1=C2C=NNC2=CC(=C1)C(F)(F)F)C (4-(4,4,5,5-tetramethyl-1,3,2-dioxaborolan-2-yl)-6-(trifluoromethyl)-1H-indazole), BrC=1C=NN(C1CO)C ((4-bromo-1-methyl-1H-pyrazol-5-yl)methanol), C(=O)(O)[O-].[Na+] (NaHCO3). Reagents/catalysts: C1=CC=C(C=C1)P([C-]2C=CC=C2)C3=CC=CC=C3.C1=CC=C(C=C1)P([C-]2C=CC=C2)C3=CC=CC=C3.Cl[Pd]Cl.[Fe+2] (PdCl2(dppf)). The solvent is O1CCOCC1 (dioxane). Run at temperature 140 celsius. Yields the product C(=O)(C(F)(F)F)O (TFA), CN1N=CC(=C1CO)C1=C2C=NNC2=CC(=C1)C(F)(F)F ((1-methyl-4-(6-(trifluoromethyl)-1H-indazol-4-yl)-1H-pyrazol-5-yl)methanol), solid. Yield: 8.0%. RXN SMILES: CC1(C)C(C)(C)OB([C:9]2[CH:17]=[C:16]([C:18]([F:21])([F:20])[F:19])[CH:15]=[C:14]3[C:10]=2[CH:11]=[N:12][NH:13]3)O1.Br[C:24]1[CH:25]=[N:26][N:27]([CH3:31])[C:28]=1[CH2:29][OH:30].[C:32]([O-:35])(O)=[O:33].[Na+]>O1CCOCC1.C1C=CC(P(C2C=CC=CC=2)[C-]2C=CC=C2)=CC=1.C1C=CC(P(C2C=CC=CC=2)[C-]2C=CC=C2)=CC=1.Cl[Pd]Cl.[Fe+2]>[C:32]([OH:35])([C:18]([F:21])([F:20])[F:19])=[O:33].[CH3:31][N:27]1[C:28]([CH2:29][OH:30])=[C:24]([C:9]2[CH:17]=[C:16]([C:18]([F:19])([F:20])[F:21])[CH:15]=[C:14]3[C:10]=2[CH:11]=[N:12][NH:13]3)[CH:25]=[N:26]1 |f:2.3,5.6.7.8|. Procedure: A vial was charged with a mixture of 4-(4,4,5,5-tetramethyl-1,3,2-dioxaborolan-2-yl)-6-(trifluoromethyl)-1H-indazole (0.1 g, 0.320 mmol), (4-bromo-1-methyl-1H-pyrazol-5-yl)methanol (0.086 g, 0.449 mmol) and PdCl2(dppf) (0.012 g, 0.016 mmol) in dioxane (8 mL) and aqueous saturated NaHCO3 (2 mL). The resulting light brown suspension was heated at 140° C. for 45 minutes in a microwave reactor. The reaction mixture was subsequently concentrated and the crude residue was purified by preparative HPLC,...